From a dataset of the Open Reaction Database (ORD), a public repository of structured organic reaction records. describe an organic reaction: reactants, conditions, products, and yield Starting materials: O=C([O-])[O-], CS(C)=O, [Cs+], [Cs+], Cc1cccc(F)n1, OCc1cccc(O)c1. Product: Cc1cccc(Oc2cccc(CO)c2)n1. As a reaction SMILES: [C:18](=[O:19])([O-:20])[O-:21].[CH3:24][S:25]([CH3:26])=[O:27].[Cs+:22].[Cs+:23].[F:10][c:11]1[n:12][c:13]([CH3:17])[cH:14][cH:15][cH:16]1.[OH:1][CH2:2][c:3]1[cH:4][c:5]([OH:9])[cH:6][cH:7][cH:8]1>>[OH:1][CH2:2][c:3]1[cH:4][c:5]([O:9][c:11]2[n:12][c:13]([CH3:17])[cH:14][cH:15][cH:16]2)[cH:6][cH:7][cH:8]1.